Dataset: the Open Reaction Database (ORD), a public repository of structured organic reaction records. Task: describe an organic reaction: reactants, conditions, products, and yield The reactants are CC(C)N, CSC(=N)N, O, O=S(=O)(O)O. The product is CC(C)NC(=N)N, O=S(=O)([O-])[O-]. Reaction SMILES: [CH3:11][CH:12]([CH3:13])[NH2:14].[CH3:6][S:7][C:8]([NH2:9])=[NH:10].[OH2:15].[S:1](=[O:2])(=[O:3])([OH:4])[OH:5]>>[C:8](=[NH:9])([NH2:10])[NH:14][CH:12]([CH3:11])[CH3:13].[S:1](=[O:2])(=[O:3])([O-:4])[O-:5].